From a dataset of the Open Reaction Database (ORD), a public repository of structured organic reaction records. describe an organic reaction: reactants, conditions, products, and yield The reactants are BrCCOCCBr, CN1CCCC1=O, N#CCc1cccc(F)c1F, [H-], [Na+]. Yields the product N#CC1(c2cccc(F)c2F)CCOCC1. As a reaction SMILES: [Br:3][CH2:4][CH2:5][O:6][CH2:7][CH2:8][Br:9].[CH3:21][N:22]1[CH2:23][CH2:24][CH2:25][C:26]1=[O:27].[F:10][c:11]1[c:12]([CH2:18][C:19]#[N:20])[cH:13][cH:14][cH:15][c:16]1[F:17].[H-:1].[Na+:2]>>[CH2:4]1[CH2:5][O:6][CH2:7][CH2:8][C:18]1([c:12]1[c:11]([F:10])[c:16]([F:17])[cH:15][cH:14][cH:13]1)[C:19]#[N:20].